This data is from the Open Reaction Database (ORD), a public repository of structured organic reaction records. The task is: describe an organic reaction: reactants, conditions, products, and yield The reactants are C(C)(C)(C)C1=CC=C(C=C1)C1=C(C(=NN1C)C(C)=O)O (1-[5-(4-tert-Butylphenyl)-4-hydroxy-1-methyl-1H-pyrazol-3-yl]ethanone), N(N)C(=S)NC1=CC=C(C(=O)O)C=C1 (4-hydrazinocarbonothioylaminobenzoic acid), CN(C=O)C (dimethylformamide). Reagents/catalysts: Cl (hydrochloric acid). The solvent is O (water). The product is C(C)(C)(C)C1=CC=C(C=C1)C1=C(C(=NN1C)C(C)=NNC(=S)NC1=CC=C(C(=O)O)C=C1)O (4-{[(2-{1-[5-(4-tert-butylphenyl)-4-hydroxy-1-methyl-1H-pyrazol-3-yl]ethylidene}hydrazino)carbonothioyl]amino}benzoic acid). The yield is 48.8%. As a reaction SMILES: [C:1]([C:5]1[CH:10]=[CH:9][C:8]([C:11]2[N:15]([CH3:16])[N:14]=[C:13]([C:17](=O)[CH3:18])[C:12]=2[OH:20])=[CH:7][CH:6]=1)([CH3:4])([CH3:3])[CH3:2].[NH:21]([C:23]([NH:25][C:26]1[CH:34]=[CH:33][C:29]([C:30]([OH:32])=[O:31])=[CH:28][CH:27]=1)=[S:24])[NH2:22].CN(C)C=O>Cl.O>[C:1]([C:5]1[CH:10]=[CH:9][C:8]([C:11]2[N:15]([CH3:16])[N:14]=[C:13]([C:17](=[N:22][NH:21][C:23]([NH:25][C:26]3[CH:34]=[CH:33][C:29]([C:30]([OH:32])=[O:31])=[CH:28][CH:27]=3)=[S:24])[CH3:18])[C:12]=2[OH:20])=[CH:7][CH:6]=1)([CH3:4])([CH3:3])[CH3:2]. Procedure: 1-[5-(4-tert-Butylphenyl)-4-hydroxy-1-methyl-1H-pyrazol-3-yl]ethanone (0.163 mmol, 44.4 mg) synthesized in Synthetic Example 3 and 4-hydrazinocarbonothioylaminobenzoic acid (0.163 mmol, 34.4 mg) were stirred with dimethylformamide (3 mL) and two drops of concentrated hydrochloric acid at room temperature for 20 hours. After addition of water, the precipitated yellow solid was recovered by filtration, washed with water and dried by means of a vacuum pump. The resulting solid was stirred with chlo... Reactants: C(C1=CC=CC=C1)O (benzyl alcohol), Cl (hydrochloric acid), ClC1=NC(=CC(=C1)C(=O)O)Cl (2,6-dichloropyridine-4-carboxylic acid), [H-].[Na+] (sodium hydride). Run in CN(C)C=O (DMF), CN(C)C=O (DMF). Run at time 1 hour. Product: ClC1=NC(=CC(=C1)C(=O)O)OCC1=CC=CC=C1 (2-Chloro-6-benzyloxypyridine-4-carboxylic acid). Reaction SMILES: [CH2:1]([OH:8])[C:2]1[CH:7]=[CH:6][CH:5]=[CH:4][CH:3]=1.[H-].[Na+].[Cl:11][C:12]1[CH:17]=[C:16]([C:18]([OH:20])=[O:19])[CH:15]=[C:14](Cl)[N:13]=1.Cl>CN(C=O)C>[Cl:11][C:12]1[CH:17]=[C:16]([C:18]([OH:20])=[O:19])[CH:15]=[C:14]([O:8][CH2:1][C:2]2[CH:7]=[CH:6][CH:5]=[CH:4][CH:3]=2)[N:13]=1 |f:1.2|. Procedure details: With cooling with ice, benzyl alcohol (3.4 mL) was dropwise added to a DMF (100 mL) suspension of sodium hydride (3.2 g). This was stirred at that temperature for 1 hour, then a DMF (30 mL) solution of 2,6-dichloropyridine-4-carboxylic acid (6.38 g) was dropwise added to the reaction solution with cooling with ice, and stirred at that temperature for 1 hour and 30 minutes and then overnight at 90° C. With cooling with ice, diluted hydrochloric acid was added to it, and extracted with ethyl aceta... The reactants are ClC=1C=CC(=C(C(=O)NCC2CCOC3=CC(=C(C=C23)S(N)(=O)=O)OC)C1)OC (4-(5-chloro-2-methoxybenzamidomethyl)-6-sulfamoyl-7-methoxychroman), C(CC)N=C=S (n-propyl isothiocyanate). The product is ClC=1C=CC(=C(C(=O)NCC2CCOC3=CC(=C(C=C23)S(=O)(=O)NC(=S)NCCC)OC)C1)OC (4-(5-Chloro-2-methoxybenzamidomethyl)-6-(n-propylaminothiocarbonylaminosulfonyl)-7-methoxychroman). Reaction SMILES: [Cl:1][C:2]1[CH:3]=[CH:4][C:5]([O:28][CH3:29])=[C:6]([CH:27]=1)[C:7]([NH:9][CH2:10][CH:11]1[C:20]2[C:15](=[CH:16][C:17]([O:25][CH3:26])=[C:18]([S:21](=[O:24])(=[O:23])[NH2:22])[CH:19]=2)[O:14][CH2:13][CH2:12]1)=[O:8].[CH2:30]([N:33]=[C:34]=[S:35])[CH2:31][CH3:32]>>[Cl:1][C:2]1[CH:3]=[CH:4][C:5]([O:28][CH3:29])=[C:6]([CH:27]=1)[C:7]([NH:9][CH2:10][CH:11]1[C:20]2[C:15](=[CH:16][C:17]([O:25][CH3:26])=[C:18]([S:21]([NH:22][C:34]([NH:33][CH2:30][CH2:31][CH3:32])=[S:35])(=[O:23])=[O:24])[CH:19]=2)[O:14][CH2:13][CH2:12]1)=[O:8]. Procedure details: 4-(5-Chloro-2-methoxybenzamidomethyl)-6-(n-propylaminothiocarbonylaminosulfonyl)-7-methoxychroman ##STR36## 4-(5-Chloro-2-methoxybenzamidomethyl)-6-(n-propylaminothiocarbonylaminosulfonyl)-7-methoxychroman is prepare from 4-(5-chloro-2-methoxybenzamidomethyl)-6-sulfamoyl-7-methoxychroman and n-propyl isothiocyanate. Melting point: 183°-184° C. Reactants: C=CC=C (Butadiene), [N+](=[N-])=CC(=O)OCC (ethyl diazoacetate). The reagents and catalysts are CC(=O)[O-].CC(=O)[O-].CC(=O)[O-].CC(=O)[O-].[Rh+2].[Rh+2] (rhodium acetate dimer). Run in C(C)OCC (diethyl ether), CCCCC (pentane). Run at time 24 hour. Product: C(=C)C1C(C1)C(=O)OCC (Ethyl 2-ethenylcyclopropane carboxylate). As a reaction SMILES: [CH2:1]=[CH:2][CH:3]=[CH2:4].[N+](=[CH:7][C:8]([O:10][CH2:11][CH3:12])=[O:9])=[N-]>C(OCC)C.CCCCC.CC([O-])=O.CC([O-])=O.CC([O-])=O.CC([O-])=O.[Rh+2].[Rh+2]>[CH:2]([CH:3]1[CH2:4][CH:7]1[C:8]([O:10][CH2:11][CH3:12])=[O:9])=[CH2:1] |f:4.5.6.7.8.9|. Procedure: Butadiene (200 ml , Aldrich) condensed at -70° was transferred to a glass lined autoclave vessel and ethyl diazoacetate (20 g, 0.175 mol, Aldrich) and rhodium acetate dimer (0.3 g, Aldrich) added. The suspension was stirred in a sealed autoclave for 24 hours at ambient temperature. The contents were diluted with 2% diethyl ether in pentane and passed through a silica pad (50 g). The pad was washed with a little ethanol and further ether-pentane. The eluant containing ethanol was treated separate...